The task is: describe an organic reaction: reactants, conditions, products, and yield. This data is from the Open Reaction Database (ORD), a public repository of structured organic reaction records. The reactants are FC1=C(CN2N=C(C3=CC=CC=C23)C2=NC=C(C(=N2)N)OC)C=CC=C1 (2-[1-(2-fluorobenzyl)-1H-indazol-3-yl]-5-methoxypyrimidin-4-amine), sodium sulfidosodium. Run in CN1C(CCC1)=O (1-methyl-2-pyrrolidon). Conditions: temperature 140 celsius. Yields the product NC1=NC(=NC=C1O)C1=NN(C2=CC=CC=C12)CC1=C(C=CC=C1)F (4-amino-2-[1-(2-fluorobenzyl)-1H-indazol-3-yl]pyrimidin-5-ol). As a reaction SMILES: [F:1][C:2]1[CH:26]=[CH:25][CH:24]=[CH:23][C:3]=1[CH2:4][N:5]1[C:13]2[C:8](=[CH:9][CH:10]=[CH:11][CH:12]=2)[C:7]([C:14]2[N:19]=[C:18]([NH2:20])[C:17]([O:21]C)=[CH:16][N:15]=2)=[N:6]1>CN1CCCC1=O>[NH2:20][C:18]1[C:17]([OH:21])=[CH:16][N:15]=[C:14]([C:7]2[C:8]3[C:13](=[CH:12][CH:11]=[CH:10][CH:9]=3)[N:5]([CH2:4][C:3]3[CH:23]=[CH:24][CH:25]=[CH:26][C:2]=3[F:1])[N:6]=2)[N:19]=1. Procedure details: 558 mg of 2-[1-(2-fluorobenzyl)-1H-indazol-3-yl]-5-methoxypyrimidin-4-amine (1-4-2, 1.60 mmol, 1 eq.) was suspended in 10 ml of 1-methyl-2-pyrrolidon. 623 mg of sodium sulfidosodium (7.99 mmol, 5 eq.) were added and stirred for an hour at 140° C. The reaction mixture was extracted with half-saturated aq. ammonium chloride-solution and ethyl acetate. The aqueous layer was reextracted twice by ethyl acetate. The aqueous layer gave a precipitate, which was filtered off and first purified by flash c... Starting materials: CO.C(Cl)Cl (MeOH DCM), BrC1=CC=2C3=C(C=NC2C=C1F)N=C(N3C3C(CN(CC3)C(=O)OC(C)(C)C)F)C (tert-Butyl 4-(8-bromo-7-fluoro-2-methyl-1H-imidazo[4,5-c]quinolin-1-yl)-3-fluoropiperidine-1-carboxylate), ClC=1C=C(OC2=NC=CC=N2)C=CC1B1OC(C(O1)(C)C)(C)C (2-(3-chloro-4-(4,4,5,5-tetramethyl-1,3,2-dioxaborolan-2-yl)phenoxy)pyrimidine), C(=O)([O-])[O-].[Na+].[Na+] (Na2CO3), ice water. Reagents/catalysts: C=1C=CC(=CC1)[P](C=2C=CC=CC2)(C=3C=CC=CC3)[Pd]([P](C=4C=CC=CC4)(C=5C=CC=CC5)C=6C=CC=CC6)([P](C=7C=CC=CC7)(C=8C=CC=CC8)C=9C=CC=CC9)[P](C=1C=CC=CC1)(C=1C=CC=CC1)C=1C=CC=CC1 (Tetrakis). Run in C1(=CC=CC=C1)C.C(C)O (toluene ethanol). Reaction conditions: temperature 90 celsius. Yields the product ClC1=C(C=CC(=C1)OC1=NC=CC=N1)C1=CC=2C3=C(C=NC2C=C1F)N=C(N3[C@@H]3[C@H](CN(CC3)C(=O)OC(C)(C)C)F)C ((3S,4S)-tert-butyl 4-(8-(2-chloro-4-(pyrimidin-2-yloxy)phenyl)-7-fluoro-2-methyl-1H-imidazo[4,5-c]quinolin-1-yl)-3-fluoropiperidine-1-carboxylate). The yield is 93.3%. Reaction SMILES: Br[C:2]1[C:11]([F:12])=[CH:10][C:9]2[N:8]=[CH:7][C:6]3[N:13]=[C:14]([CH3:30])[N:15]([CH:16]4[CH2:21][CH2:20][N:19]([C:22]([O:24][C:25]([CH3:28])([CH3:27])[CH3:26])=[O:23])[CH2:18][CH:17]4[F:29])[C:5]=3[C:4]=2[CH:3]=1.[Cl:31][C:32]1[CH:33]=[C:34]([CH:42]=[CH:43][C:44]=1B1OC(C)(C)C(C)(C)O1)[O:35][C:36]1[N:41]=[CH:40][CH:39]=[CH:38][N:37]=1.C([O-])([O-])=O.[Na+].[Na+].CO.C(Cl)Cl>C1(C)C=CC=CC=1.C(O)C.C1C=CC([P]([Pd]([P](C2C=CC=CC=2)(C2C=CC=CC=2)C2C=CC=CC=2)([P](C2C=CC=CC=2)(C2C=CC=CC=2)C2C=CC=CC=2)[P](C2C=CC=CC=2)(C2C=CC=CC=2)C2C=CC=CC=2)(C2C=CC=CC=2)C2C=CC=CC=2)=CC=1>[Cl:31][C:32]1[CH:33]=[C:34]([O:35][C:36]2[N:37]=[CH:38][CH:39]=[CH:40][N:41]=2)[CH:42]=[CH:43][C:44]=1[C:2]1[C:11]([F:12])=[CH:10][C:9]2[N:8]=[CH:7][C:6]3[N:13]=[C:14]([CH3:30])[N:15]([C@H:16]4[CH2:21][CH2:20][N:19]([C:22]([O:24][C:25]([CH3:27])([CH3:28])[CH3:26])=[O:23])[CH2:18][C@@H:17]4[F:29])[C:5]=3[C:4]=2[CH:3]=1 |f:2.3.4,5.6,7.8,^1:78,80,99,118|. Procedure: tert-Butyl 4-(8-bromo-7-fluoro-2-methyl-1H-imidazo[4,5-c]quinolin-1-yl)-3-fluoropiperidine-1-carboxylate (9 g, 0.018 mol) was dissolved in toluene:ethanol (8:2, 50 ml) in a 250 ml seal tube and degasified the reaction mixture with argon gas for 15 minutes. Tetrakis (2.1 g, 0.0018 mol) was added and degasified the reaction mixture with argon gas for 5 minutes, 2-(3-chloro-4-(4,4,5,5-tetramethyl-1,3,2-dioxaborolan-2-yl)phenoxy)pyrimidine (8 g, 0.024 .mol), followed by 2M Na2CO3(5 ml) was added and... Yields the product Cn1c(=NC(=S)Nc2ccccc2)n(C)c2ccccc21. Starting materials: C[O-], CCO, Cc1ccccc1, I, Cn1c(=N)n(C)c2ccccc21, [Na+], S=C=Nc1ccccc1. Reaction SMILES: [CH3:1][O-:2].[CH3:26][CH2:27][OH:28].[CH3:29][c:30]1[cH:31][cH:32][cH:33][cH:34][cH:35]1.[IH:4].[NH:5]=[c:6]1[n:7]([CH3:16])[c:8]2[c:9]([n:10]1[CH3:11])[cH:12][cH:13][cH:14][cH:15]2.[Na+:3].[c:17]1([N:23]=[C:24]=[S:25])[cH:18][cH:19][cH:20][cH:21][cH:22]1>>[N:5](=[c:6]1[n:7]([CH3:16])[c:8]2[c:9]([n:10]1[CH3:11])[cH:12][cH:13][cH:14][cH:15]2)[C:24]([NH:23][c:17]1[cH:18][cH:19][cH:20][cH:21][cH:22]1)=[S:25]. RXN SMILES: [NH2:1][C:2]1[N:7]=[C:6]([C:8]2[CH:15]=[C:14]([F:16])[C:11]([CH:12]=O)=[C:10]([F:17])[CH:9]=2)[CH:5]=[CH:4][N:3]=1.C(=O)([O-])[O-].[Na+].[Na+].Cl.[NH2:25]O.[CH3:27][CH2:28][OH:29]>O>[C:12]([C:11]1[C:14]([F:16])=[CH:15][C:8]([C:6]2[CH:5]=[CH:4][N:3]=[C:2]([NH:1][C:28](=[O:29])[CH3:27])[N:7]=2)=[CH:9][C:10]=1[F:17])#[N:25] |f:1.2.3,4.5|. Reaction conditions: temperature 100 celsius. Reported procedure: To a suspension of 4-(2-amino-4-pyrimidinyl)-2,6-difluorobenzaldehyde (5.69 g, 24.2 mmol) in EtOH (50 mL) and water (150 mL), were added sodium carbonate (2.82, 26.6 mmol) and hydroxylamine hydrochloride (1.85 g, 26.6 mmol), and the resulting mixture was stirred at 100° C. until the starting material was consumed as judged by LCMS (˜2 hours). The reaction mixture was concentrated, and the resulting tan solid was washed with water and filtered. The aqueous washings were extracted with EtOAc, and ... Isolated yield 36.0%. The reactants are C([O-])([O-])=O.[Na+].[Na+] (sodium carbonate), Cl.NO (hydroxylamine hydrochloride), NC1=NC=CC(=N1)C1=CC(=C(C=O)C(=C1)F)F (4-(2-amino-4-pyrimidinyl)-2,6-difluorobenzaldehyde), CCO (EtOH). The solvent is O (water). The product is C(#N)C1=C(C=C(C=C1F)C1=NC(=NC=C1)NC(C)=O)F (N-[4-(4-Cyano-3,5-difluorophenyl)-2-pyrimidinyl]acetamide). The reactants are FC1=C(C=CC=C1)[N+](=O)[O-] (2-fluoronitrobenzene), O1CCN(CC1)C(C)O (morpholinoethanol), C([O-])([O-])=O.[Cs+].[Cs+] (cesium carbonate). Solvent: CN(C=O)C (dimethylformamide). Conditions: time 7 day. Yields the product [N+](=O)([O-])C1=C(OCCN2CCOCC2)C=CC=C1 (4-[2-(2-nitrophenoxy)ethyl]morpholine). Reaction SMILES: F[C:2]1[CH:7]=[CH:6][CH:5]=[CH:4][C:3]=1[N+:8]([O-:10])=[O:9].[O:11]1[CH2:16][CH2:15][N:14]([CH:17](O)[CH3:18])[CH2:13][CH2:12]1.C(=O)([O-])[O-:21].[Cs+].[Cs+]>CN(C)C=O>[N+:8]([C:3]1[CH:4]=[CH:5][CH:6]=[CH:7][C:2]=1[O:21][CH2:18][CH2:17][N:14]1[CH2:15][CH2:16][O:11][CH2:12][CH2:13]1)([O-:10])=[O:9] |f:2.3.4|. Procedure details: As in Example 1 of WO 00/59883, 14.11 g (100 mmol) of 2-fluoronitrobenzene, 14.45 g (100 mmol) of morpholinoethanol, 35.8 g (100 mmol) of cesium carbonate and 100 mL of dimethylformamide were allowed to agitate at room temperature for 7 days. The mixture was then filtered, the dimethylformamide was removed in a rotary evaporator, and the residue was distilled in a bulb tube still at 4 mbar and a furnace temperature of 160 to 170° C. Starting materials: 13, S1C(=CC=C1)CN1C(=NC2=C1C=CC=C2)NC2CCN(CC2)CC#N (4-[[1-(2-thienylmethyl)-1H-benzimidazol-2-yl]amino]-1-piperidineacetonitrile), O (water), O (water), [OH-].[Na+] (sodium hydroxide), [H-].[Al+3].[Li+].[H-].[H-].[H-] (lithium aluminum hydride). Run in O1CCCC1 (tetrahydrofuran), O1CCCC1 (tetrahydrofuran). Reaction conditions: time 3 hour. Product: NCCN1CCC(CC1)NC1=NC2=C(N1CC=1SC=CC1)C=CC=C2 (N-[1-(2-aminoethyl)-4-piperidinyl]-1-(2-thienylmethyl)-1H-benzimidazol-2-amine). Isolated yield 72.0%. Reaction SMILES: [H-].[Al+3].[Li+].[H-].[H-].[H-].[S:7]1[CH:11]=[CH:10][CH:9]=[C:8]1[CH2:12][N:13]1[C:17]2[CH:18]=[CH:19][CH:20]=[CH:21][C:16]=2[N:15]=[C:14]1[NH:22][CH:23]1[CH2:28][CH2:27][N:26]([CH2:29][C:30]#[N:31])[CH2:25][CH2:24]1.O.[OH-].[Na+]>O1CCCC1>[NH2:31][CH2:30][CH2:29][N:26]1[CH2:27][CH2:28][CH:23]([NH:22][C:14]2[N:13]([CH2:12][C:8]3[S:7][CH:11]=[CH:10][CH:9]=3)[C:17]3[CH:18]=[CH:19][CH:20]=[CH:21][C:16]=3[N:15]=2)[CH2:24][CH2:25]1 |f:0.1.2.3.4.5,8.9|. Procedure: To a stirred mixture of 2.5 parts of lithium aluminum hydride and 225 parts of tetrahydrofuran was added dropwise a solution of 13 parts of 4-[[1-(2-thienylmethyl)-1H-benzimidazol-2-yl]amino]-1-piperidineacetonitrile in tetrahydrofuran under nitrogen atmosphere. Upon completion, stirring was continued for 3 hours at reflux. The reaction mixture was cooled in an ice bath and decomposed by the successive additions of 2.5 parts of water, 7.5 parts of sodium hydroxide solution 15% and 7.5 parts of w... Reactants: NC1=CC=C(C(=O)N2C3=C(CC4=C(C2)C=CC=C4)C=CC=C3)C=C1 (5-(4-aminobenzoyl)-6,11-dihydro-5H-dibenz[b,e]azepine), ClC1=C(C(=O)Cl)C=CC=C1 (2-chlorobenzoyl chloride). Solvent: ClCCl (dichloromethane). Product: C1=CC=CC=2N(CC3=C(CC21)C=CC=C3)C(=O)C3=CC=C(C=C3)NC(C3=C(C=CC=C3)Cl)=O (N-[4-[(6,11-Dihydro-5H-dibenz[b,e]azepin-5-yl)carbonyl]phenyl]-2-chlorobenzamide). Isolated yield 14.7%. RXN SMILES: [NH2:1][C:2]1[CH:24]=[CH:23][C:5]([C:6]([N:8]2[CH2:14][C:13]3[CH:15]=[CH:16][CH:17]=[CH:18][C:12]=3[CH2:11][C:10]3[CH:19]=[CH:20][CH:21]=[CH:22][C:9]2=3)=[O:7])=[CH:4][CH:3]=1.[Cl:25][C:26]1[CH:34]=[CH:33][CH:32]=[CH:31][C:27]=1[C:28](Cl)=[O:29]>ClCCl>[CH:19]1[C:10]2[CH2:11][C:12]3[CH:18]=[CH:17][CH:16]=[CH:15][C:13]=3[CH2:14][N:8]([C:6]([C:5]3[CH:4]=[CH:3][C:2]([NH:1][C:28](=[O:29])[C:27]4[CH:31]=[CH:32][CH:33]=[CH:34][C:26]=4[Cl:25])=[CH:24][CH:23]=3)=[O:7])[C:9]=2[CH:22]=[CH:21][CH:20]=1. Reported procedure: As described in Example 9, 0.471 g (1.5 mmol) of 5-(4-aminobenzoyl)-6,11-dihydro-5H-dibenz[b,e]azepine is reacted with 0.315 g (1.8 mmol) of 2-chlorobenzoyl chloride in dichloromethane. The product is chromatographed on thick layer silica gel plates with hexane-ethyl acetate (1:1) as solvent to give a solid. Recrystallization from hexane-dichloromethane gives 100 mg of crystals, m.p. 110°-115° C. Anal. Calc'd for C28H21ClN2O2 1/2 H2O: C,72.8; H,4.8; N,6.1; Cl,7.7. Found: C,72.6; H,4.5; N,5.8; Cl... Starting materials: COC(=O)Cc1ccc(C(C)(C)C)c([N+](=O)[O-])c1, CC(=O)O, CO, CCOC(C)=O, [Zn]. Product: COC(=O)Cc1ccc(C(C)(C)C)c(N)c1. RXN SMILES: [C:1]([CH3:2])([CH3:3])([CH3:4])[c:5]1[c:6]([N+:16]([O-:17])=[O:18])[cH:7][c:8]([CH2:11][C:12](=[O:13])[O:14][CH3:15])[cH:9][cH:10]1.[CH3:19][C:20](=[O:21])[OH:22].[CH3:23][OH:24].[CH3:25][CH2:26][O:27][C:28](=[O:29])[CH3:30].[Zn:31]>>[C:1]([CH3:2])([CH3:3])([CH3:4])[c:5]1[c:6]([NH2:16])[cH:7][c:8]([CH2:11][C:12](=[O:13])[O:14][CH3:15])[cH:9][cH:10]1. The reactants are Cl (hydrochloric acid), C(C)(=O)[O-].C(C)(=O)[O-].C(C)(=O)[O-].BrC1=CC(=C(C=C1)[Pb+3])CC (4-Bromo-2-ethylphenyllead triacetate), C1(=CC=CC=C1)C (toluene), C12C3C(CC(C3C(CC1)O2)=O)=O ((1RS,2SR,6RS,7SR)-10-oxatricyclo[5.2.1.02,6]decane-3,5-dione). Reagents/catalysts: CN(C1=CC=NC=C1)C (4-Dimethylaminopyridine). Solvent: C(Cl)(Cl)Cl (chloroform). Reaction conditions: temperature 80 celsius, time 4 hour. Product: BrC1=CC(=C(C=C1)C1C(C2C3CCC(C2C1=O)O3)=O)CC ((1RS,2SR,6RS,7SR)-4-(4-bromo-2-ethylphenyl)-10-oxatricyclo-[5.2.1.02,6]decane-3,5-dione). As a reaction SMILES: C1(C)C=CC=CC=1.[CH:8]12[O:17][CH:14]([CH2:15][CH2:16]1)[CH:13]1[CH:9]2[C:10](=[O:19])[CH2:11][C:12]1=[O:18].C([O-])(=O)C.C([O-])(=O)C.C([O-])(=O)C.[Br:32][C:33]1[CH:38]=[CH:37][C:36]([Pb+3])=[C:35]([CH2:40][CH3:41])[CH:34]=1.Cl>CN(C)C1C=CN=CC=1.C(Cl)(Cl)Cl>[Br:32][C:33]1[CH:38]=[CH:37][C:36]([CH:11]2[C:10](=[O:19])[CH:9]3[CH:13]([CH:14]4[O:17][CH:8]3[CH2:16][CH2:15]4)[C:12]2=[O:18])=[C:35]([CH2:40][CH3:41])[CH:34]=1 |f:2.3.4.5|. Reported procedure: 4-Dimethylaminopyridine (3.67 g, 30.0 mmol) and toluene (10 ml) are added to a solution of (1RS,2SR,6RS,7SR)-10-oxatricyclo[5.2.1.02,6]decane-3,5-dione (1.0 g, 6.0 mmol) in chloroform (40 ml) and the reaction mixture is heated to 80° C. 4-Bromo-2-ethylphenyllead triacetate (5.13 g, 9.04 mmol) is added portionwise over 20 minutes, and once the addition is complete the reaction mixture is stirred at 80° C. for a further 4 hours. The mixture is cooled to room temperature, 2 M aqueous hydrochloric a... Starting materials: CO (Methanol), C(C)(C)(C)OC(=O)NCCC1=CNC2=CC=C(C=C12)C(=O)OCC (Ethyl 3-[2-(N-tert-butyloxycarbonylamino)ethyl]-1H-indole-5-carboxylate), [H-].C(C(C)C)[Al+]CC(C)C (diisobutylaluminium hydride), [H-].C(C(C)C)[Al+]CC(C)C (diisobutylaluminium hydride), C(CC(O)(C(=O)O)CC(=O)O)(=O)O (citric acid). Run in O1CCCC1 (tetrahydrofuran). Conditions: temperature -50 celsius, time 1 hour. Yields the product C(C)(C)(C)OC(=O)NCCC1=CNC2=CC=C(C=C12)CO (3-[2-(N-Tert-butyloxycarbonylamino)ethyl]-5-hydroxymethyl-1H-indole). Isolated yield 90.7%. Reaction SMILES: [C:1]([O:5][C:6]([NH:8][CH2:9][CH2:10][C:11]1[C:19]2[C:14](=[CH:15][CH:16]=[C:17]([C:20](OCC)=[O:21])[CH:18]=2)[NH:13][CH:12]=1)=[O:7])([CH3:4])([CH3:3])[CH3:2].[H-].C([Al+]CC(C)C)C(C)C.CO.C(O)(=O)CC(CC(O)=O)(C(O)=O)O>O1CCCC1>[C:1]([O:5][C:6]([NH:8][CH2:9][CH2:10][C:11]1[C:19]2[C:14](=[CH:15][CH:16]=[C:17]([CH2:20][OH:21])[CH:18]=2)[NH:13][CH:12]=1)=[O:7])([CH3:4])([CH3:2])[CH3:3] |f:1.2|. Reported procedure: To a cooled (-50° C.) and stirred solution of the product from Step 3 (17.4 g, 52.4 mmol) in anhydrous tetrahydrofuran (650 ml) was added dropwise via cannula diisobutylaluminium hydride (1M in toluene; 168 ml) over 23 minutes, under a nitrogen atmosphere. After being stirred at -25° C. for 1 hour, additional diisobutylaluminium hydride (1M in toluene; 40 ml) was added dropwise over 15 minutes and stirring was continued at -25° C. for further 30 minutes. Methanol (65 ml) was added dropwise (CAUT...